Dataset: the Open Reaction Database (ORD), a public repository of structured organic reaction records. Task: describe an organic reaction: reactants, conditions, products, and yield Reactants: C1(=CC=CC=C1)N1C(NC(=C1C1=CC=CC=C1)C1=CC=CC=C1)=O (1,4,5-Triphenylimidazole-2-one), BrCCC(=O)OCC (ethyl 3-bromo-propionate), C([O-])([O-])=O.[K+].[K+] (potassium carbonate). Solvent: CC(CC)=O (butanone). Product: C1(=CC=CC=C1)N1C(N(C(=C1C1=CC=CC=C1)C1=CC=CC=C1)CCC(=O)OCC)=O (Ethyl 3-(3,4,5-triphenyl-2-oxo-2,3-dihydroimidazol-1-yl)propionate). Reaction SMILES: [C:1]1([N:7]2[C:11]([C:12]3[CH:17]=[CH:16][CH:15]=[CH:14][CH:13]=3)=[C:10]([C:18]3[CH:23]=[CH:22][CH:21]=[CH:20][CH:19]=3)[NH:9][C:8]2=[O:24])[CH:6]=[CH:5][CH:4]=[CH:3][CH:2]=1.Br[CH2:26][CH2:27][C:28]([O:30][CH2:31][CH3:32])=[O:29].C(=O)([O-])[O-].[K+].[K+]>CC(=O)CC>[C:1]1([N:7]2[C:11]([C:12]3[CH:17]=[CH:16][CH:15]=[CH:14][CH:13]=3)=[C:10]([C:18]3[CH:23]=[CH:22][CH:21]=[CH:20][CH:19]=3)[N:9]([CH2:26][CH2:27][C:28]([O:30][CH2:31][CH3:32])=[O:29])[C:8]2=[O:24])[CH:6]=[CH:5][CH:4]=[CH:3][CH:2]=1 |f:2.3.4|. Reported procedure: 1,4,5-Triphenylimidazole-2-one was treated with ethyl 3-bromo-propionate and potassium carbonate in butanone to give after work-up the title compound. m.p. 111°-112° C. The reactants are N1=CC=CC=C1 (pyridine), FC=1C=C2C=CC=NC2=C(C1)N (6-fluoroquinolin-8-amine), C(#N)C1=CC=C(C=N1)S(=O)(=O)Cl (6-cyanopyridine-3-sulfonyl chloride), FC=1C=C2C=CC=NC2=C(C1)N (6-fluoroquinolin-8-amine), C(#N)C1=CC=C(C=N1)S(=O)(=O)Cl (6-cyanopyridine-3-sulfonyl chloride). Reagents/catalysts: CN(C)C=1C=CN=CC1 (DMAP). The solvent is C(Cl)Cl (DCM). Product: FC=1C=C2C=CC=NC2=C(C1)NS(=O)(=O)C=1C=NC(=CC1)C#N (6-Cyano-pyridine-3-sulfonic acid (6-fluoro-quinolin-8-yl)-amide). Isolated yield 26.5%. As a reaction SMILES: [F:1][C:2]1[CH:3]=[C:4]2[C:9](=[C:10]([NH2:12])[CH:11]=1)[N:8]=[CH:7][CH:6]=[CH:5]2.[C:13]([C:15]1[N:20]=[CH:19][C:18]([S:21](Cl)(=[O:23])=[O:22])=[CH:17][CH:16]=1)#[N:14].N1C=CC=CC=1>CN(C1C=CN=CC=1)C.C(Cl)Cl>[F:1][C:2]1[CH:3]=[C:4]2[C:9](=[C:10]([NH:12][S:21]([C:18]3[CH:19]=[N:20][C:15]([C:13]#[N:14])=[CH:16][CH:17]=3)(=[O:22])=[O:23])[CH:11]=1)[N:8]=[CH:7][CH:6]=[CH:5]2. Procedure: In a similar fashion using route 14 general procedure 27, 6-fluoroquinolin-8-ylamine (Intermediate 48) (125 mg, 0.77 mmol), 6-cyano-pyridine-3-sulfonyl chloride (Intermediate 19) (187 mg, 0.92 mmol), pyridine (121 mg, 1.54 mmol), DMAP (cat.) and DCM (10 ml) gave the title compound (67 mg, 26%) after purification by column chromatography with n-hexane/DCM (50:50) as the eluent.